describe an organic reaction: reactants, conditions, products, and yield From a dataset of the Open Reaction Database (ORD), a public repository of structured organic reaction records. Product: CC(=O)N(C)c1nc(CN2CCN(C(c3ccccc3)c3ccccc3)CC2)cs1. The reactants are O=C([O-])[O-], CN(C)C=O, c1ccc(C(c2ccccc2)N2CCNCC2)cc1, CC(=O)N(C)c1nc(CCl)cs1, [K+], [K+]. As a reaction SMILES: [C:32](=[O:33])([O-:34])[O-:35].[CH3:38][N:39]([CH3:40])[CH:41]=[O:42].[CH:13]([c:14]1[cH:15][cH:16][cH:17][cH:18][cH:19]1)([c:20]1[cH:21][cH:22][cH:23][cH:24][cH:25]1)[N:26]1[CH2:27][CH2:28][NH:29][CH2:30][CH2:31]1.[Cl:1][CH2:2][c:3]1[n:4][c:5]([N:8]([C:9]([CH3:10])=[O:11])[CH3:12])[s:6][cH:7]1.[K+:36].[K+:37]>>[CH2:2]([c:3]1[n:4][c:5]([N:8]([C:9]([CH3:10])=[O:11])[CH3:12])[s:6][cH:7]1)[N:29]1[CH2:28][CH2:27][N:26]([CH:13]([c:14]2[cH:15][cH:16][cH:17][cH:18][cH:19]2)[c:20]2[cH:21][cH:22][cH:23][cH:24][cH:25]2)[CH2:31][CH2:30]1. Starting materials: CCCC(NC(=O)Cc1cc(F)cc(F)c1)C(=O)O, O=[N+]([O-])c1cn(-c2ccccc2CO)cn1. Yields the product CCCC(NC(=O)Cc1cc(F)cc(F)c1)C(=O)Nc1cn(-c2ccccc2CO)cn1. Reaction SMILES: [F:17][c:18]1[cH:19][c:20]([CH2:25][C:26](=[O:27])[NH:28][CH:29]([C:30](=[O:31])[OH:32])[CH2:33][CH2:34][CH3:35])[cH:21][c:22]([F:24])[cH:23]1.[N+:1]([O-:2])(=[O:3])[c:4]1[n:5][cH:6][n:7](-[c:9]2[c:10]([CH2:15][OH:16])[cH:11][cH:12][cH:13][cH:14]2)[cH:8]1>>[NH:1]([c:4]1[n:5][cH:6][n:7](-[c:9]2[c:10]([CH2:15][OH:16])[cH:11][cH:12][cH:13][cH:14]2)[cH:8]1)[C:30]([CH:29]([NH:28][C:26]([CH2:25][c:20]1[cH:19][c:18]([F:17])[cH:23][c:22]([F:24])[cH:21]1)=[O:27])[CH2:33][CH2:34][CH3:35])=[O:31]. Reactants: [Al+3], Br, CO, CCC(=O)c1ccccc1, [Cl-], [Cl-], [Cl-], Cl, [Na]. Yields the product CC(=O)C(=O)c1ccccc1. RXN SMILES: [Al+3:12].[Br:15].[CH3:18][OH:19].[CH3:1][CH2:2][C:3](=[O:4])[c:5]1[cH:6][cH:7][cH:8][cH:9][cH:10]1.[Cl-:11].[Cl-:13].[Cl-:14].[ClH:17].[Na:16]>>[CH3:1][C:2]([C:3](=[O:4])[c:5]1[cH:6][cH:7][cH:8][cH:9][cH:10]1)=[O:19]. Starting materials: CC1=CC2=C(C=N1)C=CO2 (6-Methylfuro[3,2-c]pyridine), ClC1=NC=C(C2=C1C=CO2)C (4-chloro-7-methylfuro[3,2-c]pyridine), ClC1=NC(=CC2=C1C=CO2)C (4-chloro-6-methylfuro[3,2-c]-pyridine). The product is CC=1C2=C(C=NC1)C=CO2 (7-Methylfuro[3,2-c]pyridine). RXN SMILES: CC1N=CC2C=COC=2C=1.Cl[C:12]1[C:17]2[CH:18]=[CH:19][O:20][C:16]=2[C:15]([CH3:21])=[CH:14][N:13]=1.ClC1C2C=COC=2C=C(C)N=1>>[CH3:21][C:15]1[C:16]2[O:20][CH:19]=[CH:18][C:17]=2[CH:12]=[N:13][CH:14]=1. Procedure: The title compound was prepared according to the procedure described for 6-methylfuro[3,2-c]pyridine (Example 12, step C) except 4-chloro-7-methylfuro[3,2-c]pyridine was substituted for 4-chloro-6-methylfuro[3,2-c]-pyridine. Title compound was obtained pure in 81% yield after distillation under vacuum, b.p. 74° C./2.2 mm Hg. This material crystallized, m.p. 41°-43° C. Starting materials: O=C(O)c1cccc(S(F)(F)(F)(F)F)c1, O, O=[N+]([O-])O, O=S(=O)(O)O. The product is O=C(O)c1cc([N+](=O)[O-])cc(S(F)(F)(F)(F)F)c1. Reaction SMILES: [F:1][S:2]([c:3]1[cH:4][c:5]([C:6](=[O:7])[OH:8])[cH:9][cH:10][cH:11]1)([F:12])([F:13])([F:14])[F:15].[OH2:25].[OH:16][N+:17]([O-:18])=[O:19].[S:20](=[O:21])(=[O:22])([OH:23])[OH:24]>>[F:1][S:2]([c:3]1[cH:4][c:5]([C:6](=[O:7])[OH:8])[cH:9][c:10]([N+:17](=[O:16])[O-:18])[cH:11]1)([F:12])([F:13])([F:14])[F:15].